From a dataset of the Open Reaction Database (ORD), a public repository of structured organic reaction records. describe an organic reaction: reactants, conditions, products, and yield Reactants: [N-]=[N+]=NC1C(O)C(CO)OC1n1cc(I)c(=O)[nH]c1=O, C1COCCO1, c1ccc(P(c2ccccc2)c2ccccc2)cc1. The product is NC1C(O)C(CO)OC1n1cc(I)c(=O)[nH]c1=O. RXN SMILES: [I:1][c:2]1[c:3](=[O:20])[nH:4][c:5](=[O:19])[n:6]([CH:7]2[CH:8]([N:15]=[N+:16]=[N-:17])[CH:9]([OH:10])[CH:11]([CH2:12][OH:13])[O:14]2)[cH:18]1.[O:40]1[CH2:41][CH2:42][O:43][CH2:44][CH2:45]1.[c:21]1([P:22]([c:23]2[cH:24][cH:25][cH:26][cH:27][cH:28]2)[c:29]2[cH:30][cH:31][cH:32][cH:33][cH:34]2)[cH:35][cH:36][cH:37][cH:38][cH:39]1>>[I:1][c:2]1[c:3](=[O:20])[nH:4][c:5](=[O:19])[n:6]([CH:7]2[CH:8]([NH2:15])[CH:9]([OH:10])[CH:11]([CH2:12][OH:13])[O:14]2)[cH:18]1.